From a dataset of the Open Reaction Database (ORD), a public repository of structured organic reaction records. describe an organic reaction: reactants, conditions, products, and yield Procedure details: The N-3,5-dinitrobenzoyl-(R) or (S)-(α-naphthyl)-glycine of formula (III) may be prepared in a common method. For example, commercially available α-naphthylacetonitrile is treated with hydrogen chloride in methanol to thereby give methyl(α-naphthyl)acetoimidate. Then the resulting product is treated with sodium hypochlorite and sodium methylate to give (α-naphthyl)glycine methyl ester. Then this product is treated with 3,5-dinitrobenzoyl chloride. The N-3,5-dinitrobenzoyl-(RS)-(α-naphthyl)glycin... The reactants are Cl[O-].[Na+] (sodium hypochlorite), C[O-].[Na+] (sodium methylate), N-3,5-dinitrobenzoyl-, (S)-(α-naphthyl)-glycine, ( III ), C1(=CC=CC2=CC=CC=C12)CC#N (α-naphthylacetonitrile), Cl (hydrogen chloride), CO (methanol), COC(CC1=CC=CC2=CC=CC=C12)=N (methyl(α-naphthyl)acetoimidate). Reaction SMILES: C1([CH2:11][C:12]#[N:13])C2C(=CC=CC=2)C=CC=1.Cl.COC(=N)C[C:19]1[C:28]2[C:23](=[CH:24][CH:25]=[CH:26][CH:27]=2)[CH:22]=[CH:21][CH:20]=1.Cl[O-].[Na+].[CH3:33][O-:34].[Na+].C[OH:37]>>[CH3:33][O:34][C:11](=[O:37])[CH2:12][NH:13][C:19]1[C:28]2[C:23](=[CH:24][CH:25]=[CH:26][CH:27]=2)[CH:22]=[CH:21][CH:20]=1 |f:3.4,5.6|. The product is COC(CNC1=CC=CC2=CC=CC=C12)=O ((α-naphthyl)glycine methyl ester). Starting materials: CC1(OCCO1)C=1C=C(CN2N=CC(=N2)[N+](=O)[O-])C=CC1 (2-[3-(2-methyl-[1,3]dioxolan-2-yl)-benzyl]-4-nitro-2H-[1,2,3]triazole), [NH4+].[Cl-] (NH4Cl), N#N (N2). The reagents and catalysts are [Fe] (iron). Solvent: CCO (EtOH), O (water). Run at temperature 75 celsius, time 1 hour. Product: CC1(OCCO1)C=1C=C(CN2N=CC(=N2)N)C=CC1 (2-[3-(2-Methyl-[1,3]dioxolan-2-yl)-benzyl]-2H-[1,2,3]triazol-4-ylamine). RXN SMILES: N#N.[CH3:3][C:4]1([C:9]2[CH:10]=[C:11]([CH:21]=[CH:22][CH:23]=2)[CH2:12][N:13]2[N:17]=[C:16]([N+:18]([O-])=O)[CH:15]=[N:14]2)[O:8][CH2:7][CH2:6][O:5]1.[NH4+].[Cl-]>CCO.O.[Fe]>[CH3:3][C:4]1([C:9]2[CH:10]=[C:11]([CH:21]=[CH:22][CH:23]=2)[CH2:12][N:13]2[N:17]=[C:16]([NH2:18])[CH:15]=[N:14]2)[O:8][CH2:7][CH2:6][O:5]1 |f:2.3|. Reported procedure: In a flame dried round-bottomed flask equipped with a magnetic stir bar and under inert atmosphere (N2), a mixture of 2-[3-(2-methyl-[1,3]dioxolan-2-yl)-benzyl]-4-nitro-2H-[1,2,3]triazole (33 mg, 0.11 mmol), iron powder (19 mg, 0.34 mmol) and NH4Cl (31 mg, 0.57 mmol) in a mixture of EtOH (2.0 mL) and water (1.0 mL) was stirred at 75° C. for 1 h. The reaction mixture was filtered while hot and concentrated under reduced pressure. CH2Cl2 (10 mL) was added followed by 1N NaOH (10 mL). The aq. layer... Reactants: N(=O)[O-].[Na+] (sodium nitrite), ClC1=C(N)C(=CC(=C1)C(F)(F)F)Cl (2,6-dichloro-4-trifluoromethylaniline), C(CC(=O)C)(=O)OCC (ethyl acetoacetate), C(C)(=O)[O-].[Na+] (sodium acetate), ice water. Run in S(O)(O)(=O)=O (sulphuric acid), C(C)(=O)O (acetic acid), C(C)O (ethanol). Conditions: time 1 hour. Yields the product ClC1=C(C(=CC(=C1)C(F)(F)F)Cl)NN=C(C(=O)OCC)C(C)=O (ethyl 2-(2,6-dichloro-4-trifluoromethylphenylhydrazono)-3-oxobutyrate). RXN SMILES: [N:1]([O-])=O.[Na+].[Cl:5][C:6]1[CH:12]=[C:11]([C:13]([F:16])([F:15])[F:14])[CH:10]=[C:9]([Cl:17])[C:7]=1[NH2:8].[C:18]([O:24][CH2:25][CH3:26])(=[O:23])[CH2:19][C:20]([CH3:22])=[O:21].C([O-])(=O)C.[Na+]>S(=O)(=O)(O)O.C(O)(=O)C.C(O)C>[Cl:5][C:6]1[CH:12]=[C:11]([C:13]([F:16])([F:15])[F:14])[CH:10]=[C:9]([Cl:17])[C:7]=1[NH:8][N:1]=[C:19]([C:20](=[O:21])[CH3:22])[C:18]([O:24][CH2:25][CH3:26])=[O:23] |f:0.1,4.5|. Reported procedure: A solution of sodium nitrite (45 g) in concentrated sulphuric acid (340 ml) was added to a solution of 2,6-dichloro-4-trifluoromethylaniline (140 g) in glacial acetic acid (550 ml) while maintaining the temperature below 25°. The mixture was stirred at room temperature for one hour, and was added quite rapidly to a stirred mixture of ethyl acetoacetate (80 g), sodium acetate (180 g), ethanol (300 ml) and ice-water (3 1). After 1 hour, the brown solid was filtered and dried to give ethyl 2-(2,6-d... Starting materials: C(O)([O-])=O.[Na+] (sodium hydrogen carbonate), NC1=NC=C(C(=O)OC)C=C1OCC1=C(C=CC=C1)F (methyl 6-amino-5-[(2-fluorobenzyl)oxy]nicotinate), BrCC(C)=O (bromoacetone), BrCC(C)=O (bromoacetone). Run in C(C)O (ethanol). Reaction conditions: temperature 80 celsius, time 4 hour. The product is FC1=C(COC=2C=3N(C=C(C2)C(=O)OC)C=C(N3)C)C=CC=C1 (methyl 8-[(2-fluorobenzyl)oxy]-2-methylimidazo[1,2-a]pyridine-6-carboxylate). As a reaction SMILES: [NH2:1][C:2]1[C:11]([O:12][CH2:13][C:14]2[CH:19]=[CH:18][CH:17]=[CH:16][C:15]=2[F:20])=[CH:10][C:5]([C:6]([O:8][CH3:9])=[O:7])=[CH:4][N:3]=1.Br[CH2:22][C:23](=O)[CH3:24].C(=O)([O-])O.[Na+]>C(O)C>[F:20][C:15]1[CH:16]=[CH:17][CH:18]=[CH:19][C:14]=1[CH2:13][O:12][C:11]1[C:2]2[N:3]([CH:22]=[C:23]([CH3:24])[N:1]=2)[CH:4]=[C:5]([C:6]([O:8][CH3:9])=[O:7])[CH:10]=1 |f:2.3|. Reported procedure: To a suspension of 2.15 g of methyl 6-amino-5-[(2-fluorobenzyl)oxy]nicotinate in 43 ml of ethanol was added 1.09 ml of bromoacetone, followed by stirring at 80° C. for 4 hours. To the reaction mixture was added 1.09 ml of bromoacetone, followed by stirring at 80° C. for 4 hours. To the reaction mixture was added a saturated aqueous sodium hydrogen carbonate solution, and the solvent was evaporated under reduced pressure, followed by extracting with ethyl acetate and washing with saturated brine.... The reactants are O (water), C(=O)([O-])[O-].[K+].[K+] (K2CO3), C1NCCC2=CC=CC=C12 (Tetrahydroisoquinoline), FC(S(=O)(=O)OC1=CC=C(C=C1)[N+](=O)[O-])(F)F (4-nitrophenyl trifluoromethanesulfonate). Solvent: CN(C)C=O (DMF). Run at time 3 hour. Product: FC(S(=O)(=O)OC1=C(C2=CC=CC=C2C=C1)C1NCCC2=CC=CC=C12)(F)F (1-(1,2,3,4-Tetrahydroisoquinolin-1-yl)-naphthalene-2-yl trifluoromethanesulfonate). As a reaction SMILES: C([O-])([O-])=O.[K+].[K+].[CH2:7]1[C:16]2[C:11](=[CH:12][CH:13]=[CH:14][CH:15]=2)[CH2:10][CH2:9][NH:8]1.[F:17][C:18]([F:33])([F:32])[S:19]([O:22][C:23]1[CH:28]=[CH:27][C:26]([N+]([O-])=O)=[CH:25][CH:24]=1)(=[O:21])=[O:20].O>CN(C=O)C>[F:17][C:18]([F:33])([F:32])[S:19]([O:22][C:23]1[CH:28]=[CH:27][C:26]2[C:25](=[CH:9][CH:10]=[CH:11][CH:12]=2)[C:24]=1[CH:7]1[C:16]2[C:11](=[CH:12][CH:13]=[CH:14][CH:15]=2)[CH2:10][CH2:9][NH:8]1)(=[O:21])=[O:20] |f:0.1.2|. Procedure: Powdered K2CO3 (2.30 g, 17 mmol) was added to a solution of 1 (2.30 g, 8.4 mmol) and 4-nitrophenyl trifluoromethanesulfonate (2.28 g, 8.4 mmol) in DMF (70 mL). After 3 hours, the mixture was poured into water (300 mL) and extracted with CH2Cl2 (250 mL, 3 times). The combined organic fractions were dried over sodium sulfate, filtered, and concentrated to provide crude 2 as an oil which was purified by column chromatography on silica gel (5:1 hexanes/EtOAc). The fractions containing the product (R... The reactants are CN(C1=NC(=NC(=C1)NC1=CC=C(C=C1)C)NC(CC1=CC=CC=C1)=O)C (N-[4-(dimethylamino)-6-(4-toluidino)-2-pyrimidinyl]-2-phenylacetamide), [H-].[H-].[H-].[H-].[Li+].[Al+3] (LAH). Solvent: C1CCOC1 (THF). Product: CN(C1=NC(=NC(=C1)NC1=CC=C(C=C1)C)NCCC1=CC=CC=C1)C (N4,N4-DIMETHYL-N6-(4-METHYLPHENYL)-N2-(2-PHENYLETHYL)-2,4,6-PYRIMIDINETRIAMINE). Reaction SMILES: [CH3:1][N:2]([CH3:27])[C:3]1[CH:8]=[C:7]([NH:9][C:10]2[CH:15]=[CH:14][C:13]([CH3:16])=[CH:12][CH:11]=2)[N:6]=[C:5]([NH:17][C:18](=O)[CH2:19][C:20]2[CH:25]=[CH:24][CH:23]=[CH:22][CH:21]=2)[N:4]=1.[H-].[H-].[H-].[H-].[Li+].[Al+3]>C1COCC1>[CH3:27][N:2]([CH3:1])[C:3]1[CH:8]=[C:7]([NH:9][C:10]2[CH:11]=[CH:12][C:13]([CH3:16])=[CH:14][CH:15]=2)[N:6]=[C:5]([NH:17][CH2:18][CH2:19][C:20]2[CH:25]=[CH:24][CH:23]=[CH:22][CH:21]=2)[N:4]=1 |f:1.2.3.4.5.6|. Reported procedure: A mixture of N-[4-(dimethylamino)-6-(4-toluidino)-2-pyrimidinyl]-2-phenylacetamide (60 mg, 0.166 mmol), and LAH (1 mL, 1M in THF) in THF (10 mL) was refluxed for 3 h. Reactants: F[B-](F)(F)F, CCO, ClCCl, Cc1cc(C(=O)O)ccc1C(=O)N1CCCC1, CCN(C(C)C)C(C)C, NC(c1ccccc1)c1nc2ccc(Cl)cc2[nH]1, C1CCOC1, CN(C)C(On1nnc2ccccc21)=[N+](C)C. The product is Cc1cc(C(=O)NC(c2ccccc2)c2nc3cc(Cl)ccc3[nH]2)ccc1C(=O)N1CCCC1. RXN SMILES: [B-:18]([F:19])([F:20])([F:21])[F:22].[CH2:72]([OH:73])[CH3:74].[CH2:75]([Cl:76])[Cl:77].[CH3:1][c:2]1[cH:3][c:4]([C:5](=[O:6])[OH:7])[cH:8][cH:9][c:10]1[C:11](=[O:12])[N:13]1[CH2:14][CH2:15][CH2:16][CH2:17]1.[CH:40]([N:41]([CH:42]([CH3:43])[CH3:44])[CH2:45][CH3:46])([CH3:47])[CH3:48].[Cl:49][c:50]1[cH:51][c:52]2[c:53]([n:54][c:55]([CH:57]([c:58]3[cH:59][cH:60][cH:61][cH:62][cH:63]3)[NH2:64])[nH:56]2)[cH:65][cH:66]1.[O:67]1[CH2:68][CH2:69][CH2:70][CH2:71]1.[n:23]1([O:24][C:25]([N:26]([CH3:27])[CH3:28])=[N+:29]([CH3:30])[CH3:31])[c:32]2[cH:33][cH:34][cH:35][cH:36][c:37]2[n:38][n:39]1>>[CH3:1][c:2]1[cH:3][c:4]([C:5](=[O:7])[NH:64][CH:57]([c:55]2[nH:54][c:53]3[c:52]([cH:51][c:50]([Cl:49])[cH:66][cH:65]3)[n:56]2)[c:58]2[cH:59][cH:60][cH:61][cH:62][cH:63]2)[cH:8][cH:9][c:10]1[C:11](=[O:12])[N:13]1[CH2:14][CH2:15][CH2:16][CH2:17]1. Yields the product FC=1C=C2C=C(NC2=CC1)C=1C=C(C=CC1)C=1N(N=C2C(=CC=CC12)C(F)(F)F)CC1=C(C=C(C=C1F)F)F (3-[3-(5-FLUORO-1H-INDOL-2-YL)PHENYL]-2-(2,4,6-TRIFLUOROBENZYL)-7-(TRIFLUOROMETHYL)-2H-INDAZOLE). RXN SMILES: FC1C=C[C:5]([NH:8]C(=O)OC)=[C:4]([C:13]#[C:14][C:15]2[CH:20]=[CH:19][CH:18]=[C:17]([C:21]3[N:22]([CH2:34][C:35]4[C:40]([F:41])=[CH:39][C:38]([F:42])=[CH:37][C:36]=4[F:43])[N:23]=[C:24]4[C:29]=3[CH:28]=[CH:27][CH:26]=[C:25]4[C:30]([F:33])([F:32])[F:31])[CH:16]=2)C=1.[F-:44].C([N+](CCCC)(CCCC)CCCC)CCC.[CH2:62]1[CH2:66]O[CH2:64][CH2:63]1>>[F:44][C:63]1[CH:64]=[C:4]2[C:5](=[CH:66][CH:62]=1)[NH:8][C:14]([C:15]1[CH:16]=[C:17]([C:21]3[N:22]([CH2:34][C:35]4[C:40]([F:41])=[CH:39][C:38]([F:42])=[CH:37][C:36]=4[F:43])[N:23]=[C:24]4[C:29]=3[CH:28]=[CH:27][CH:26]=[C:25]4[C:30]([F:32])([F:33])[F:31])[CH:18]=[CH:19][CH:20]=1)=[CH:13]2 |f:1.2|. Procedure details: A solution of methyl [4-fluoro-2-({3-[2-(2,4,6-trifluorobenzyl)-7-(trifluoromethyl)-2H-indazol-3-yl]phenyl}ethynyl)phenyl]carbamate (0.07 g, 0.12 mmol) and tetrabutylammonium fluoride (0.24 mL, 0.24 mmol, 1M solution in THF) in 2 mL THF was heated at 60° C. for 21 hours. The reaction mixture was concentrated in vacuo and the residue purified by normal phase HPLC (silica, hexane-EtOAC, 19:1) to give 0.045 g of product as a white solid. Reactants: FC1=CC(=C(C=C1)NC(OC)=O)C#CC1=CC(=CC=C1)C=1N(N=C2C(=CC=CC12)C(F)(F)F)CC1=C(C=C(C=C1F)F)F (methyl [4-fluoro-2-({3-[2-(2,4,6-trifluorobenzyl)-7-(trifluoromethyl)-2H-indazol-3-yl]phenyl}ethynyl)phenyl]carbamate), [F-].C(CCC)[N+](CCCC)(CCCC)CCCC (tetrabutylammonium fluoride), C1CCOC1 (THF). Reactants: OC1=CN=C(C=C1C=O)OC (5-hydroxy-2-methoxyisonicotinaldehyde), Cl.ClCC1=C(C=NC=C1)C1=CC=NN1C(C)C (4-(chloromethyl)-3-(1-isopropyl-1H-pyrazol-5-yl)pyridine hydrochloride), C(=O)([O-])[O-].[K+].[K+] (K2CO3). The solvent is CN(C)C=O (DMF). Run at temperature 100 celsius. The product is C(C)(C)N1N=CC=C1C=1C=NC=CC1COC1=CN=C(C=C1C=O)OC (5-((3-(1-isopropyl-1H-pyrazol-5-yl)pyridin-4-yl)methoxy)-2-methoxyisonicotinaldehyde). The yield is 5.0%. As a reaction SMILES: [OH:1][C:2]1[C:7]([CH:8]=[O:9])=[CH:6][C:5]([O:10][CH3:11])=[N:4][CH:3]=1.Cl.Cl[CH2:14][C:15]1[CH:20]=[CH:19][N:18]=[CH:17][C:16]=1[C:21]1[N:25]([CH:26]([CH3:28])[CH3:27])[N:24]=[CH:23][CH:22]=1.C([O-])([O-])=O.[K+].[K+]>CN(C=O)C>[CH:26]([N:25]1[C:21]([C:16]2[CH:17]=[N:18][CH:19]=[CH:20][C:15]=2[CH2:14][O:1][C:2]2[C:7]([CH:8]=[O:9])=[CH:6][C:5]([O:10][CH3:11])=[N:4][CH:3]=2)=[CH:22][CH:23]=[N:24]1)([CH3:28])[CH3:27] |f:1.2,3.4.5|. Procedure details: A mixture of 5-hydroxy-2-methoxyisonicotinaldehyde (79 mg, 0.52 mmol, 1.5 eq.), 4-(chloromethyl)-3-(1-isopropyl-1H-pyrazol-5-yl)pyridine hydrochloride (crude above, 0.35 mmol), and K2CO3 (145 mg, 1.05 mmol, 3 eq.) in DMF (10.0 mL) was heated at 100° C. for 2 h. The mixture was cooled, filtered, concentrated, and purified on RP-HPLC (Gemini 21.2×150 mm) twice using a mixture of CH3CN/water (0.1% HCOOH) as eluent to give 5-((3-(1-isopropyl-1H-pyrazol-5-yl)pyridin-4-yl)methoxy)-2-methoxyisonicotina... Solvent: C(C)O (ethanol). The product is BrC=1C(=C(C=CC1)N)F (3-Bromo-2-fluoro-phenylamine). Reagents/catalysts: [Fe] (iron). Procedure details: 1-Bromo-2-fluoro-3-nitro-benzene (3 g, 13.64 mmol), iron (2.28 g, 40.91 mmol), water (34.39 ml, 1909 mmol) and acetic acid (11.7 ml, 204.55 mmol) were added to ethanol (60 ml) and heated to reflux for 2 h. The reaction mixture was then filtered through Celite and evaporated. Water was added and the solution was made basic by the addition of 2 N NaOH, followed by extraction with DCM. The organic layers were washed with water and brine, dried with Na2SO4 evaporated to dryness and the crude product... Starting materials: BrC1=C(C(=CC=C1)[N+](=O)[O-])F (1-Bromo-2-fluoro-3-nitro-benzene), O (water), C(C)(=O)O (acetic acid). Reaction SMILES: [Br:1][C:2]1[CH:7]=[CH:6][CH:5]=[C:4]([N+:8]([O-])=O)[C:3]=1[F:11].O.C(O)(=O)C>[Fe].C(O)C>[Br:1][C:2]1[C:3]([F:11])=[C:4]([NH2:8])[CH:5]=[CH:6][CH:7]=1.